This data is from the Open Reaction Database (ORD), a public repository of structured organic reaction records. The task is: describe an organic reaction: reactants, conditions, products, and yield Starting materials: BrC=1C(=NC=CC1)OC1=CC=C(C=C1)Cl (3-bromo-2-(4-chlorophenoxy)-pyridine), CC1=NC=CC(=C1)B(O)O (2-methylpyridin-4-ylboronic acid), C([O-])([O-])=O.[Na+].[Na+] (sodium carbonate), COC=1C=CC=C(C1C=2C=CC=CC2P(C3CCCCC3)C4CCCCC4)OC (S-phos). Reagents/catalysts: C=1C=CC(=CC1)/C=C/C(=O)/C=C/C2=CC=CC=C2.C=1C=CC(=CC1)/C=C/C(=O)/C=C/C2=CC=CC=C2.C=1C=CC(=CC1)/C=C/C(=O)/C=C/C2=CC=CC=C2.[Pd].[Pd] (Pd2(dba)3). Run in C(C)#N.O (acetonitrile water). Product: ClC1=CC=C(OC2=NC=CC=C2C2=CC(=NC=C2)C)C=C1 (2-(4-chlorophenoxy)-3-(2-methylpyridin-4-yl)pyridine). As a reaction SMILES: Br[C:2]1[C:3]([O:8][C:9]2[CH:14]=[CH:13][C:12]([Cl:15])=[CH:11][CH:10]=2)=[N:4][CH:5]=[CH:6][CH:7]=1.[CH3:16][C:17]1[CH:22]=[C:21](B(O)O)[CH:20]=[CH:19][N:18]=1.C(=O)([O-])[O-].[Na+].[Na+].COC1C=CC=C(OC)C=1C1C=CC=CC=1P(C1CCCCC1)C1CCCCC1>C1C=CC(/C=C/C(/C=C/C2C=CC=CC=2)=O)=CC=1.C1C=CC(/C=C/C(/C=C/C2C=CC=CC=2)=O)=CC=1.C1C=CC(/C=C/C(/C=C/C2C=CC=CC=2)=O)=CC=1.[Pd].[Pd].C(#N)C.O>[Cl:15][C:12]1[CH:13]=[CH:14][C:9]([O:8][C:3]2[C:2]([C:21]3[CH:20]=[CH:19][N:18]=[C:17]([CH3:16])[CH:22]=3)=[CH:7][CH:6]=[CH:5][N:4]=2)=[CH:10][CH:11]=1 |f:2.3.4,6.7.8.9.10,11.12|. Procedure details: To a sealed tube, under nitrogen was added 3-bromo-2-(4-chlorophenoxy)-pyridine (7 g, 25 mmol), 2-methylpyridin-4-ylboronic acid (3.4 g, 25 mmol), sodium carbonate (7.8 g, 74 mmol), S-phos (1 g, 2.5 mmol), Pd2(dba)3 (1.1 g, 1.2 mmol), and 180 mL of acetonitrile/water (5:1). The resulting mixture was heated to 75 C overnight. The reaction mixture was filtered to remove the solids and concentrated by rotovap. The residue was diluted with DCM and washed with brine. The organic layer was dried over ... Run at temperature 120 celsius. The reactants are Cl.BrC=1C(=CC(=NC1)N)F (5-Bromo-4-fluoro-pyridin-2-ylamine mono HCl salt), C(CCC)[Sn](C=C)(CCCC)CCCC (tributyl(vinyl)stannane), C(CCC)[Sn](C=C)(CCCC)CCCC (tributyl(vinyl)stannane). The reagents and catalysts are C1(=CC=CC=C1)P(C1=CC=CC=C1)C1=CC=CC=C1.C1(=CC=CC=C1)P(C1=CC=CC=C1)C1=CC=CC=C1.C1(=CC=CC=C1)P(C1=CC=CC=C1)C1=CC=CC=C1.C1(=CC=CC=C1)P(C1=CC=CC=C1)C1=CC=CC=C1.[Pd] (palladium tetrakis(triphenylphosphine)), C1(=CC=CC=C1)P(C1=CC=CC=C1)C1=CC=CC=C1.C1(=CC=CC=C1)P(C1=CC=CC=C1)C1=CC=CC=C1.C1(=CC=CC=C1)P(C1=CC=CC=C1)C1=CC=CC=C1.C1(=CC=CC=C1)P(C1=CC=CC=C1)C1=CC=CC=C1.[Pd] (palladium tetrakis(triphenylphosphine)). Solvent: CCOC(=O)C (EtOAc), O1CCOCC1 (dioxane). Procedure details: 5-Bromo-4-fluoro-pyridin-2-ylamine mono HCl salt (xvii) (368 mg, 1.62 mmol), tributyl(vinyl)stannane (0.52 mL, 1.78 mmol) and palladium tetrakis(triphenylphosphine) (19 mg, 0.016 mmol) in dioxane (6 mL) under argon were heated under microwave irradiation at 120° C. for 45 min. Were then added tributyl(vinyl)stannane (0.2 mL, 0.685 mmol) and palladium tetrakis(triphenylphosphine) (7 mg, 0.006 mmol) and the RM was placed under argon and heated once more under microwave irradiation at 120° C. for 4... Reaction SMILES: Cl.Br[C:3]1[C:4]([F:10])=[CH:5][C:6]([NH2:9])=[N:7][CH:8]=1.[CH2:11]([Sn](CCCC)(CCCC)C=C)[CH2:12]CC>O1CCOCC1.CCOC(C)=O.C1(P(C2C=CC=CC=2)C2C=CC=CC=2)C=CC=CC=1.C1(P(C2C=CC=CC=2)C2C=CC=CC=2)C=CC=CC=1.C1(P(C2C=CC=CC=2)C2C=CC=CC=2)C=CC=CC=1.C1(P(C2C=CC=CC=2)C2C=CC=CC=2)C=CC=CC=1.[Pd]>[F:10][C:4]1[C:3]([CH:11]=[CH2:12])=[CH:8][N:7]=[C:6]([NH2:9])[CH:5]=1 |f:0.1,5.6.7.8.9|. Product: FC1=CC(=NC=C1C=C)N (4-Fluoro-5-vinyl-pyridin-2-ylamine). The reactants are FC(CCCCCO)(C)C (6-fluoro-6-methyl-1-heptanol), C1(=CC=CC=C1)P(C1=CC=CC=C1)C1=CC=CC=C1 (triphenylphosphine), ice, BrN1C(CCC1=O)=O (N-bromosuccinimide). The solvent is C1=CC=CC=C1 (benzene), CCCCC (pentane). The product is BrCCCCCC(C)(C)F (1-bromo-6-fluoro-6-methylheptane). Isolated yield 72.4%. As a reaction SMILES: [F:1][C:2]([CH3:10])([CH3:9])[CH2:3][CH2:4][CH2:5][CH2:6][CH2:7]O.C1(P(C2C=CC=CC=2)C2C=CC=CC=2)C=CC=CC=1.[Br:30]N1C(=O)CCC1=O>C1C=CC=CC=1.CCCCC>[Br:30][CH2:7][CH2:6][CH2:5][CH2:4][CH2:3][C:2]([F:1])([CH3:10])[CH3:9]. Procedure: A stirred solution of the product from Step IV (0.427 g, 0.00288 mol) in benzene (5.2 ml) was mixed with triphenylphosphine (0.83 g, 0.00317 mol) cooled in an ice bath and treated, portion-wise, during 26 minutes with N-bromosuccinimide (0.56 g, 0.00317 mol). The mixture was kept in the ice bath for 30 minutes and at ambient temperature for 3.5 hours; it was then diluted with pentane (20 ml), cooled in an ice bath for a few minutes and filtered. The solid was washed with pentane and the filtrate... The reactants are COc1ccc(P2(=S)SP(=S)(c3ccc(OC)cc3)S2)cc1, Cn1c(=O)ccc2ccccc21, c1ccccc1. The product is Cn1c(=S)ccc2ccccc21. RXN SMILES: [CH3:13][O:14][c:15]1[cH:16][cH:17][c:18]([P:19]2(=[S:20])[S:21][P:23]([c:24]3[cH:25][cH:26][c:27]([O:28][CH3:29])[cH:30][cH:31]3)(=[S:32])[S:22]2)[cH:33][cH:34]1.[CH3:1][n:2]1[c:3](=[O:12])[cH:4][cH:5][c:6]2[cH:7][cH:8][cH:9][cH:10][c:11]12.[cH:35]1[cH:36][cH:37][cH:38][cH:39][cH:40]1>>[CH3:1][n:2]1[c:3](=[S:22])[cH:4][cH:5][c:6]2[cH:7][cH:8][cH:9][cH:10][c:11]12. Starting materials: CN, O=C(Cl)N1CC(Oc2ccccc2Cl)C1, C1CCOC1, O. Product: CNC(=O)N1CC(Oc2ccccc2Cl)C1. As a reaction SMILES: [CH3:16][NH2:17].[Cl:1][c:2]1[c:3]([O:4][CH:5]2[CH2:6][N:7]([C:9](=[O:10])[Cl:11])[CH2:8]2)[cH:12][cH:13][cH:14][cH:15]1.[O:18]1[CH2:19][CH2:20][CH2:21][CH2:22]1.[OH2:23]>>[Cl:1][c:2]1[c:3]([O:4][CH:5]2[CH2:6][N:7]([C:9](=[O:10])[NH:17][CH3:16])[CH2:8]2)[cH:12][cH:13][cH:14][cH:15]1. Starting materials: CCO, Cc1ccnc(N)c1[N+](=O)[O-]. Yields the product Cc1ccnc(N)c1N. Reaction SMILES: [CH3:12][CH2:13][OH:14].[NH2:1][c:2]1[n:3][cH:4][cH:5][c:6]([CH3:11])[c:7]1[N+:8]([O-:9])=[O:10]>>[NH2:1][c:2]1[n:3][cH:4][cH:5][c:6]([CH3:11])[c:7]1[NH2:8].